From a dataset of the Open Reaction Database (ORD), a public repository of structured organic reaction records. describe an organic reaction: reactants, conditions, products, and yield Reactants: N(=O)C1=C(N=C2N1C=CC=N2)C2=CC=CC=C2 (3-nitroso-2-phenylimidazo(1,2-a)pyrimidine), C(C)OP(OCC)OCC (triethylphosphite), C(C)OP(OCC)OCC (triethylphosphite). Run in C1(=CC=CC=C1)C (toluene). Run at time 8 hour. The product is N1=CC=CN2C1=NC1=C2NC=2C=CC=CC12 (pyrimidino(2',1':2,3)imidazo(4,5-b)indole). As a reaction SMILES: [N:1]([C:3]1[N:7]2[CH:8]=[CH:9][CH:10]=[N:11][C:6]2=[N:5][C:4]=1[C:12]1[CH:17]=[CH:16][CH:15]=[CH:14][CH:13]=1)=O.C(OP(OCC)OCC)C>C1(C)C=CC=CC=1>[N:11]1[C:6]2=[N:5][C:4]3[C:12]4[CH:17]=[CH:16][CH:15]=[CH:14][C:13]=4[NH:1][C:3]=3[N:7]2[CH:8]=[CH:9][CH:10]=1. Procedure details: A mixture of 9.0 g of analytically pure 3-nitroso-2-phenylimidazo(1,2-a)pyrimidine (0.04 mol) and 10 ml of 97% triethylphosphite (0.05 mol) in 50 ml of anhydrous toluene is refluxed for 1 hour with stirring and under a constant flow of dry nitrogen gas. The temperature of the oil bath is kept between 110° and 120° C. After cooling the solvent and excess triethylphosphite are removed by vacuum distillation at 0.2 Torr. The temperature of the oil bath was kept under 120° C. during the distillation...